Dataset: the Open Reaction Database (ORD), a public repository of structured organic reaction records. Task: describe an organic reaction: reactants, conditions, products, and yield Yield: 91.5%. Yields the product CC1(CC(C1)C(C1=CC=C(C(=O)O)C=C1)NC1=NC2=CC=CC=C2C=C1C)C ((+/−)-4-[(3,3-dimethyl-cyclobutyl)-(3-methyl-quinolin-2-ylamino)-methyl]-benzoic acid). Solvent: CO (methanol), O1CCCC1 (tetrahydrofuran). Procedure details: (+/−)-4-[(3,3-dimethyl-cyclobutyl)-(3-methyl-quinolin-2-ylamino)-methyl]-benzoic acid ethyl ester (Intermediate 25) (43 mg, 0.11 mmol) was dissolved in tetrahydrofuran (3 mL) and methanol (1 mL), and 1.0 M NaOH (2 mL) was added. This was stirred at 50° C. at first as a suspension then as a clear solution for 4 h before cooling to room temperature. 1 N HCl was added until the solution was pH 5. This was extracted twice with ethyl acetate and the combined organics were dried over MgSO4. The soluti... Run at temperature 50 celsius. RXN SMILES: C([O:3][C:4](=[O:30])[C:5]1[CH:10]=[CH:9][C:8]([CH:11]([CH:24]2[CH2:27][C:26]([CH3:29])([CH3:28])[CH2:25]2)[NH:12][C:13]2[C:22]([CH3:23])=[CH:21][C:20]3[C:15](=[CH:16][CH:17]=[CH:18][CH:19]=3)[N:14]=2)=[CH:7][CH:6]=1)C.[OH-].[Na+].Cl>O1CCCC1.CO>[CH3:28][C:26]1([CH3:29])[CH2:25][CH:24]([CH:11]([NH:12][C:13]2[C:22]([CH3:23])=[CH:21][C:20]3[C:15](=[CH:16][CH:17]=[CH:18][CH:19]=3)[N:14]=2)[C:8]2[CH:7]=[CH:6][C:5]([C:4]([OH:30])=[O:3])=[CH:10][CH:9]=2)[CH2:27]1 |f:1.2|. The reactants are Cl (HCl), [OH-].[Na+] (NaOH), C(C)OC(C1=CC=C(C=C1)C(NC1=NC2=CC=CC=C2C=C1C)C1CC(C1)(C)C)=O ((+/−)-4-[(3,3-dimethyl-cyclobutyl)-(3-methyl-quinolin-2-ylamino)-methyl]-benzoic acid ethyl ester), C(C)OC(C1=CC=C(C=C1)C(NC1=NC2=CC=CC=C2C=C1C)C1CC(C1)(C)C)=O ((+/−)-4-[(3,3-dimethyl-cyclobutyl)-(3-methyl-quinolin-2-ylamino)-methyl]-benzoic acid ethyl ester). The reactants are C=C(C(=O)OC)N(C(=O)OC(C)(C)C)C(=O)OC(C)(C)C, CC#N, CCOC(C)=O, OC1CCNCC1. Yields the product COC(=O)C(CN1CCC(O)CC1)N(C(=O)OC(C)(C)C)C(=O)OC(C)(C)C. RXN SMILES: [CH3:1][O:2][C:3]([C:4](=[CH2:5])[N:6]([C:7](=[O:8])[O:9][C:10]([CH3:11])([CH3:12])[CH3:13])[C:14](=[O:15])[O:16][C:17]([CH3:18])([CH3:19])[CH3:20])=[O:21].[CH3:29][C:30]#[N:31].[CH3:32][CH2:33][O:34][C:35](=[O:36])[CH3:37].[NH:22]1[CH2:23][CH2:24][CH:25]([OH:28])[CH2:26][CH2:27]1>>[CH3:1][O:2][C:3]([CH:4]([CH2:5][N:22]1[CH2:23][CH2:24][CH:25]([OH:28])[CH2:26][CH2:27]1)[N:6]([C:7](=[O:8])[O:9][C:10]([CH3:11])([CH3:12])[CH3:13])[C:14](=[O:15])[O:16][C:17]([CH3:18])([CH3:19])[CH3:20])=[O:21]. Starting materials: C1=C(c2c[nH]c3ncccc23)CC2CCCN2C1, C1CCOC1, C[Si](C)(C)[N-][Si](C)(C)C, [Na+], O=S(=O)(Cl)c1ccccc1. The product is O=S(=O)(c1ccccc1)n1cc(C2=CCN3CCCC3C2)c2cccnc21. Reaction SMILES: [CH2:1]1[CH2:2][CH2:3][N:4]2[CH2:5][CH:6]=[C:7]([c:10]3[cH:11][nH:12][c:13]4[n:14][cH:15][cH:16][cH:17][c:18]34)[CH2:8][CH:9]12.[CH2:39]1[O:40][CH2:41][CH2:42][CH2:43]1.[CH3:30][Si:31]([N-:32][Si:33]([CH3:34])([CH3:35])[CH3:36])([CH3:37])[CH3:38].[Na+:29].[c:19]1([S:25](=[O:26])(=[O:27])[Cl:28])[cH:20][cH:21][cH:22][cH:23][cH:24]1>>[CH2:1]1[CH2:2][CH2:3][N:4]2[CH2:5][CH:6]=[C:7]([c:10]3[cH:11][n:12]([S:25]([c:19]4[cH:20][cH:21][cH:22][cH:23][cH:24]4)(=[O:26])=[O:27])[c:13]4[n:14][cH:15][cH:16][cH:17][c:18]34)[CH2:8][CH:9]12. Starting materials: COC1=CC=C(C=C1)SCCNC(=O)N1CCN(CC1)C(=O)OCC1=CC=CC=C1 (Benzyl 4-(2-(4-methoxyphenylthio)ethylcarbamoyl)piperazine-1-carboxylate), C=O (paraformaldehyde), C1(=CC=C(C=C1)S(=O)(=O)O)C (p-toluenesulfonic acid). Solvent: C1=CC=CC=C1 (benzene). Conditions: temperature 72.5 celsius, time 2 day. Yields the product COC=1C=CC2=C(CN(CCS2)C(=O)N2CCN(CC2)C(=O)OCC2=CC=CC=C2)C1 (Benzyl 4-(7-methoxy-2,3,4,5-tetrahydrobenzo[f][1,4]thiazepine-4-carbonyl)piperazine-1-carboxylate). RXN SMILES: [CH3:1][O:2][C:3]1[CH:8]=[CH:7][C:6]([S:9][CH2:10][CH2:11][NH:12][C:13]([N:15]2[CH2:20][CH2:19][N:18]([C:21]([O:23][CH2:24][C:25]3[CH:30]=[CH:29][CH:28]=[CH:27][CH:26]=3)=[O:22])[CH2:17][CH2:16]2)=[O:14])=[CH:5][CH:4]=1.C=O.[C:33]1(C)C=CC(S(O)(=O)=O)=CC=1>C1C=CC=CC=1>[CH3:1][O:2][C:3]1[CH:4]=[CH:5][C:6]2[S:9][CH2:10][CH2:11][N:12]([C:13]([N:15]3[CH2:20][CH2:19][N:18]([C:21]([O:23][CH2:24][C:25]4[CH:26]=[CH:27][CH:28]=[CH:29][CH:30]=4)=[O:22])[CH2:17][CH2:16]3)=[O:14])[CH2:33][C:7]=2[CH:8]=1. Procedure details: A mixture of compound 18 (30 mg), paraformaldehyde (100 mg), p-toluenesulfonic acid (30 mg) in benzene (5 mL) was stirred at 70-75° C. for 2 days. The reaction mixture was filtered, washed with sat. NaHCO3 and concentrated to give crude product 19, which was purified by chromatography on SiO2 (CH2Cl2/EtOAc 10:1). Yield: 21 mg, 69%. Reactants: O (water), C(#C)C1=CN=C(N1C)C(=O)C1=CC=CC=C1 ((5-ethynyl-1-methyl-1H-imidazol-2-yl)-phenyl-methanone), [BH4-].[Na+] (NaBH4). Solvent: CO (MeOH), CO (MeOH). Run at time 2 hour. The product is C(#C)C1=CN=C(N1C)C(O)C1=CC=CC=C1 ((5-ethynyl-1-methyl-1H-imidazol-2-yl)-phenyl-methanol). The yield is 37.2%. Reaction SMILES: [C:1]([C:3]1[N:7]([CH3:8])[C:6]([C:9]([C:11]2[CH:16]=[CH:15][CH:14]=[CH:13][CH:12]=2)=[O:10])=[N:5][CH:4]=1)#[CH:2].[BH4-].[Na+].O>CO>[C:1]([C:3]1[N:7]([CH3:8])[C:6]([CH:9]([C:11]2[CH:16]=[CH:15][CH:14]=[CH:13][CH:12]=2)[OH:10])=[N:5][CH:4]=1)#[CH:2] |f:1.2|. Procedure details: A solution of 200 mg (0.951 mmol) of (5-ethynyl-1-methyl-1H-imidazol-2-yl)-phenyl-methanone in 1 mL of MeOH was added dropwise to a 0° C. solution of 54 mg (1.43 mmol) of NaBH4 in 5 mL of MeOH. After stirring for 2 h, 10 mL of water was added and the mixture was extracted with CH2Cl2 (3×50 mL). The combined extracts were washed with brine, dried with MgSO4, filtered, concentrated, and chromatographed (0–80% EtOAc in hexanes) to give (5-ethynyl-1-methyl-1H-imidazol-2-yl)-phenyl-methanol as a whit... The reactants are CCO, O, O, Cl[Sn]Cl, O=C(Nc1ccccc1)c1n[nH]cc1[N+](=O)[O-]. The product is Nc1c[nH]nc1C(=O)Nc1ccccc1. RXN SMILES: [CH3:23][CH2:24][OH:25].[OH2:18].[OH2:19].[Sn:20]([Cl:21])[Cl:22].[c:1]1([NH:7][C:8](=[O:9])[c:10]2[n:11][nH:12][cH:13][c:14]2[N+:15]([O-:16])=[O:17])[cH:2][cH:3][cH:4][cH:5][cH:6]1>>[c:1]1([NH:7][C:8](=[O:9])[c:10]2[n:11][nH:12][cH:13][c:14]2[NH2:15])[cH:2][cH:3][cH:4][cH:5][cH:6]1. Reactants: ClCCl, Cl, [Na+], O=C(CCN1CCOCC1)c1cccc(-c2ccnc(NC(=O)c3ccccc3)c2)c1, [OH-]. The product is Nc1cc(-c2cccc(C(=O)CCN3CCOCC3)c2)ccn1. As a reaction SMILES: [Cl:35][CH2:36][Cl:37].[ClH:34].[Na+:33].[O:1]1[CH2:2][CH2:3][N:4]([CH2:7][CH2:8][C:9](=[O:10])[c:11]2[cH:12][c:13](-[c:17]3[cH:18][c:19]([NH:23][C:24](=[O:25])[c:26]4[cH:27][cH:28][cH:29][cH:30][cH:31]4)[n:20][cH:21][cH:22]3)[cH:14][cH:15][cH:16]2)[CH2:5][CH2:6]1.[OH-:32]>>[O:1]1[CH2:2][CH2:3][N:4]([CH2:7][CH2:8][C:9](=[O:10])[c:11]2[cH:12][c:13](-[c:17]3[cH:18][c:19]([NH2:23])[n:20][cH:21][cH:22]3)[cH:14][cH:15][cH:16]2)[CH2:5][CH2:6]1.